This data is from the Open Reaction Database (ORD), a public repository of structured organic reaction records. The task is: describe an organic reaction: reactants, conditions, products, and yield The reactants are CCN(CC)C(=O)c1cc(OC)ccc1-c1ccccc1OC(C)C, [Li]CCCC, CC(C)NC(C)C, [Cl-], [NH4+], C1CCOC1. The product is COc1ccc2c(c1)C(=O)c1cccc(OC(C)C)c1-2. RXN SMILES: [CH2:13]([N:14]([CH2:15][CH3:36])[C:16](=[O:17])[c:18]1[c:19](-[c:26]2[c:27]([O:32][CH:33]([CH3:34])[CH3:35])[cH:28][cH:29][cH:30][cH:31]2)[cH:20][cH:21][c:22]([O:24][CH3:25])[cH:23]1)[CH3:37].[CH2:1]([Li:2])[CH2:3][CH2:4][CH3:5].[CH:6]([NH:7][CH:8]([CH3:9])[CH3:10])([CH3:11])[CH3:12].[Cl-:38].[NH4+:39].[O:40]1[CH2:41][CH2:42][CH2:43][CH2:44]1>>[C:16]1(=[O:17])[c:18]2[c:19]([cH:20][cH:21][c:22]([O:24][CH3:25])[cH:23]2)-[c:26]2[c:27]([O:32][CH:33]([CH3:34])[CH3:35])[cH:28][cH:29][cH:30][c:31]21. Starting materials: C(=O)([O-])[O-].[Na+].[Na+] (Na2CO3), O (water), BrC=1C(=NC(=NC1)Cl)N[C@@H]1CN(CC1)C(=O)OC(C)(C)C ((S)-tert-butyl 3-(5-bromo-2-chloropyrimidin-4-ylamino)pyrrolidine-1-carboxylate), C1(=CC=CC=C1)B(O)O (phenylboronic acid). Reagents/catalysts: C1=CC=C(C=C1)P([C-]2C=CC=C2)C3=CC=CC=C3.C1=CC=C(C=C1)P([C-]2C=CC=C2)C3=CC=CC=C3.[Fe+2] (dPPf), Cl[Pd]Cl (PdCl2). Run in COCCOC (DME). Yields the product ClC1=NC=C(C(=N1)N[C@@H]1CN(CC1)C(=O)OC(C)(C)C)C1=CC=CC=C1 ((S)-tert-Butyl 3-(2-chloro-5-phenylpyrimidin-4-ylamino)pyrrolidine-1-carboxylate). The yield is 80.7%. RXN SMILES: Br[C:2]1[C:3]([NH:9][C@H:10]2[CH2:14][CH2:13][N:12]([C:15]([O:17][C:18]([CH3:21])([CH3:20])[CH3:19])=[O:16])[CH2:11]2)=[N:4][C:5]([Cl:8])=[N:6][CH:7]=1.[C:22]1(B(O)O)[CH:27]=[CH:26][CH:25]=[CH:24][CH:23]=1.C([O-])([O-])=O.[Na+].[Na+].O>COCCOC.Cl[Pd]Cl.C1C=CC(P(C2C=CC=CC=2)[C-]2C=CC=C2)=CC=1.C1C=CC(P(C2C=CC=CC=2)[C-]2C=CC=C2)=CC=1.[Fe+2]>[Cl:8][C:5]1[N:4]=[C:3]([NH:9][C@H:10]2[CH2:14][CH2:13][N:12]([C:15]([O:17][C:18]([CH3:21])([CH3:20])[CH3:19])=[O:16])[CH2:11]2)[C:2]([C:22]2[CH:27]=[CH:26][CH:25]=[CH:24][CH:23]=2)=[CH:7][N:6]=1 |f:2.3.4,8.9.10|. Reported procedure: A mixture of (S)-tert-butyl 3-(5-bromo-2-chloropyrimidin-4-ylamino)pyrrolidine-1-carboxylate (0.200 g, 0.539 mmol), phenylboronic acid (0.077 g, 0.636 mmol), PdCl2.dPPf (0.019 g, 0.026 mmol) and 1 M aqueous Na2CO3 (1.06 mL, 1.06 mmol) in DME (5.3 mL) was refluxed for 16 hours. After cooling, water (50 mL) was added and the aqueous phase was extracted with diethyl ether (3×50 mL). The combined organic extracts were dried (MgSO4) and concentrated. The crude product was purified by silica gel chrom... Reactants: O=C([O-])[O-], CC(C)(C)OC(=O)NC(Cc1ccc(O)cc1)C(=O)OCc1ccccc1, CC(C)=O, N#CCCl, [Cs+], [Cs+]. Product: CC(C)(C)OC(=O)NC(Cc1ccc(OCC#N)cc1)C(=O)OCc1ccccc1. RXN SMILES: [C:28](=[O:29])([O-:30])[O-:31].[CH2:1]([c:2]1[cH:3][cH:4][cH:5][cH:6][cH:7]1)[O:8][C:9]([CH:10]([NH:11][C:12](=[O:13])[O:14][C:15]([CH3:16])([CH3:17])[CH3:18])[CH2:19][c:20]1[cH:21][cH:22][c:23]([OH:26])[cH:24][cH:25]1)=[O:27].[CH3:38][C:39](=[O:40])[CH3:41].[Cl:34][CH2:35][C:36]#[N:37].[Cs+:32].[Cs+:33]>>[CH2:1]([c:2]1[cH:3][cH:4][cH:5][cH:6][cH:7]1)[O:8][C:9]([CH:10]([NH:11][C:12](=[O:13])[O:14][C:15]([CH3:16])([CH3:17])[CH3:18])[CH2:19][c:20]1[cH:21][cH:22][c:23]([O:26][CH2:35][C:36]#[N:37])[cH:24][cH:25]1)=[O:27]. The reactants are C(C)(=O)NC=1C=CC=C2CN(C(C12)=O)C(CC(=O)O)C1=CC(=C(C=C1)OC(F)F)OCC (3-(7-acetylamino-1-oxo-1,3-dihydro-isoindol-2-yl)-3-(4-difluoromethoxy-3-ethoxy-phenyl)-propionic acid), C(=O)(N1C=NC=C1)N1C=NC=C1 (carbonyldiimidazole), O (Water), N1CCOCC1 (morpholine). The solvent is O1CCCC1 (tetrahydrofurane). Run at time 2 hour. Product: FC(OC1=C(C=C(C=C1)C(CC(=O)N1CCOCC1)N1CC2=CC=CC(=C2C1=O)NC(C)=O)OCC)F (N-{2-[1-(4-difluoromethoxy-3-ethoxy-phenyl)-3-morpholin-4-yl-3-oxo-propyl]-3-oxo-2,3-dihydro-1H-isoindol-4-yl}-acetamide). Isolated yield 72.1%. As a reaction SMILES: [C:1]([NH:4][C:5]1[CH:6]=[CH:7][CH:8]=[C:9]2[C:13]=1[C:12](=[O:14])[N:11]([CH:15]([C:20]1[CH:25]=[CH:24][C:23]([O:26][CH:27]([F:29])[F:28])=[C:22]([O:30][CH2:31][CH3:32])[CH:21]=1)[CH2:16][C:17](O)=[O:18])[CH2:10]2)(=[O:3])[CH3:2].C(N1C=CN=C1)(N1C=CN=C1)=O.[NH:45]1[CH2:50][CH2:49][O:48][CH2:47][CH2:46]1.O>O1CCCC1>[F:29][CH:27]([F:28])[O:26][C:23]1[CH:24]=[CH:25][C:20]([CH:15]([N:11]2[C:12](=[O:14])[C:13]3[C:9](=[CH:8][CH:7]=[CH:6][C:5]=3[NH:4][C:1](=[O:3])[CH3:2])[CH2:10]2)[CH2:16][C:17]([N:45]2[CH2:50][CH2:49][O:48][CH2:47][CH2:46]2)=[O:18])=[CH:21][C:22]=1[O:30][CH2:31][CH3:32]. Reported procedure: To a solution of 3-(7-acetylamino-1-oxo-1,3-dihydro-isoindol-2-yl)-3-(4-difluoromethoxy-3-ethoxy-phenyl)-propionic acid (300 mg, 0.67 mmol) in tetrahydrofurane was added carbonyldiimidazole (130 mg, 0.80 mmol) at room temperature. The solution was stirred for 2 hours at room temperature. To the mixture was added morpholine (0.1 ml, 1.0 mmol). The resulted mixture was stirred at room temperature for 2 hours. Water (5 ml) was added to the reaction mixture. THF was removed in vacuo and the resulted...